This data is from the Open Reaction Database (ORD), a public repository of structured organic reaction records. The task is: describe an organic reaction: reactants, conditions, products, and yield Reactants: C(#N)C1=CC=C(C(=O)NC(=O)N2CCC(CC2)OCC(=O)OCC)C=C1 (ethyl N-[N-(4-cyanobenzoyl)carbamoyl]piperidin-4-yloxyacetate), N1=CC=CC=C1 (pyridine), S (H2S). Solvent: C(C)N(CC)CC (triethylamine). Yields the product C(N)(=S)C1=CC=C(C(=O)NC(=O)N2CCC(CC2)OCC(=O)OCC)C=C1 (ethyl N-[N-(4-thiocarbamoylbenzoyl)carbamoyl]piperidin-4-yloxyacetate). Reaction SMILES: [C:1]([C:3]1[CH:26]=[CH:25][C:6]([C:7]([NH:9][C:10]([N:12]2[CH2:17][CH2:16][CH:15]([O:18][CH2:19][C:20]([O:22][CH2:23][CH3:24])=[O:21])[CH2:14][CH2:13]2)=[O:11])=[O:8])=[CH:5][CH:4]=1)#[N:2].N1C=CC=CC=1.[SH2:33]>C(N(CC)CC)C>[C:1]([C:3]1[CH:4]=[CH:5][C:6]([C:7]([NH:9][C:10]([N:12]2[CH2:13][CH2:14][CH:15]([O:18][CH2:19][C:20]([O:22][CH2:23][CH3:24])=[O:21])[CH2:16][CH2:17]2)=[O:11])=[O:8])=[CH:25][CH:26]=1)(=[S:33])[NH2:2]. Reported procedure: In a similar manner to Example 1, starting material step (b), the product from step (c) (1.2 g), pyridine (84 ml), triethylamine (7 ml) and H2S gas were reacted to give ethyl N-[N-(4-thiocarbamoylbenzoyl)carbamoyl]piperidin-4-yloxyacetate (0.74 g) as a yellow gum: NMR Spectrum (DMSO-d6) 1.20 (3H, t), 1.50 (2H, m), 1.87 (2H, m), 3.20 (2H, m), 3.66 (3H, m), 4.12 (2H, q), 4.15 (2H, s), 7.90 (4H, m), 9.63 (1H, br s), 10.00 (1H, br s); Mass Spectrum m/Z 394 (M+H)+. The reactants are COC1=C(CC#N)C=CC=C1 (o-methoxybenzylcyanide), [OH-].[K+] (KOH), CC(=O)C (acetone). The solvent is CO (methanol). The product is COC1=C(C=CC=C1)C(C#N)=C(C)C (2-(2-Methoxy-phenyl)-3-methyl-but-2-ene nitrile). RXN SMILES: [CH3:1][O:2][C:3]1[CH:11]=[CH:10][CH:9]=[CH:8][C:4]=1[CH2:5][C:6]#[N:7].[CH3:12][C:13]([CH3:15])=O.[OH-].[K+]>CO>[CH3:1][O:2][C:3]1[CH:11]=[CH:10][CH:9]=[CH:8][C:4]=1[C:5](=[C:13]([CH3:15])[CH3:12])[C:6]#[N:7] |f:2.3|. Procedure: According to the procedure described by Example 1, o-methoxybenzylcyanide (18.6 g, 127 mmol) is condensed with acetone (50 ml) under addition of methanol (6.5 ml) and KOH (3.33 g, 50 mmol) to yield, after workup and distillation at 106-110° C./0.05 mbar, 2-(2-methoxyphenyl)-3-methyl-but-2-ene nitrile (1.7 g, 7%). Reactants: ClC=1C=C(C=CC1F)NC1=NC=NC2=CC(=C(C=C12)[N+](=O)[O-])OCCCN1CCOCC1 ((3-chloro-4-fluoro-phenyl)-[7-(3-morpholin-4-yl-propoxy)-6-nitroquinazolin-4yl]-amine). The reagents and catalysts are [Ni] (Raney nickel). Solvent: C1CCOC1 (THF). The product is ClC=1C=C(C=CC1F)NC1=NC=NC2=CC(=C(C=C12)N)OCCCN1CCOCC1 ((3-chloro-4-fluorophenyl)-[7-(3-morpholin-4-yl-propoxy)-6-aminoquinazolin-4-yl]-amine). RXN SMILES: [Cl:1][C:2]1[CH:3]=[C:4]([NH:9][C:10]2[C:19]3[C:14](=[CH:15][C:16]([O:23][CH2:24][CH2:25][CH2:26][N:27]4[CH2:32][CH2:31][O:30][CH2:29][CH2:28]4)=[C:17]([N+:20]([O-])=O)[CH:18]=3)[N:13]=[CH:12][N:11]=2)[CH:5]=[CH:6][C:7]=1[F:8]>[Ni].C1COCC1>[Cl:1][C:2]1[CH:3]=[C:4]([NH:9][C:10]2[C:19]3[C:14](=[CH:15][C:16]([O:23][CH2:24][CH2:25][CH2:26][N:27]4[CH2:28][CH2:29][O:30][CH2:31][CH2:32]4)=[C:17]([NH2:20])[CH:18]=3)[N:13]=[CH:12][N:11]=2)[CH:5]=[CH:6][C:7]=1[F:8]. Reported procedure: The (3-chloro-4-fluorophenyl)-[7-(3-morpholin-4-yl-propoxy )-6-nitroquinazolin-4-yl]-amine (I) obtained was subsequently hydrogenated inter alia over Raney nickel in THF as solvent to give (3-chloro-4-fluorophenyl)-[7-(3-morpholin-4-yl-propoxy)-6-aminoquinazolin-4-yl]-amine (VII) Reactants: ClC=1C=C2N=CC(=NC2=CC1)OC1=CC=C(OC(C=CCO)C)C=C1 (4-(4-((6-chloro-2-quinoxalinyl)oxy)phenoxy)-2-penten-1-ol), NC(=O)C1=CC=C(C(=O)O)C=C1 (4-(aminocarbonyl)benzoic acid), C1(CCCCC1)N=C=NC1CCCCC1 (dicyclohexylcarbodiimide), CN(C)C=O (DMF), C1CCC(CC1)N=C=NC2CCCCC2 (DCC), NC(=O)C1=CC=C(C(=O)O)C=C1 (4-(aminocarbonyl)benzoic acid). Reagents/catalysts: CN(C1=CC=NC=C1)C (4-(dimethylamino)pyridine). Solvent: O (water), CCOCC (ether). Conditions: time 8 hour. Yields the product NC(=O)C1=CC=C(C(=O)OCC=CC(C)OC2=CC=C(C=C2)OC2=NC3=CC=C(C=C3N=C2)Cl)C=C1 (4-(Aminocarbonyl)benzoic acid, 4-(4-((6-chloro-2-quinoxalinyl)oxy)phenoxy)-2-pentenyl ester). Isolated yield 26.0%. As a reaction SMILES: [Cl:1][C:2]1[CH:3]=[C:4]2[C:9](=[CH:10][CH:11]=1)[N:8]=[C:7]([O:12][C:13]1[CH:25]=[CH:24][C:16]([O:17][CH:18]([CH3:23])[CH:19]=[CH:20][CH2:21][OH:22])=[CH:15][CH:14]=1)[CH:6]=[N:5]2.[NH2:26][C:27]([C:29]1[CH:37]=[CH:36][C:32]([C:33](O)=[O:34])=[CH:31][CH:30]=1)=[O:28].C1(N=C=NC2CCCCC2)CCCCC1.CN(C=O)C>CN(C)C1C=CN=CC=1.O.CCOCC>[NH2:26][C:27]([C:29]1[CH:37]=[CH:36][C:32]([C:33]([O:22][CH2:21][CH:20]=[CH:19][CH:18]([O:17][C:16]2[CH:15]=[CH:14][C:13]([O:12][C:7]3[CH:6]=[N:5][C:4]4[C:9](=[CH:10][CH:11]=[C:2]([Cl:1])[CH:3]=4)[N:8]=3)=[CH:25][CH:24]=2)[CH3:23])=[O:34])=[CH:31][CH:30]=1)=[O:28]. Reported procedure: A mixture of 1.5 g (4.2 mmol) of the pentenol obtained in Example 3 above, 1.04 g (6.3 mmol) of 4-(aminocarbonyl)benzoic acid, 1.30 g (6.3 mmol) of dicyclohexylcarbodiimide (DDC), 0.05 g of 4-(dimethylamino)pyridine and 20 ml of DMF was stirred at room temperature overnight. An additional 0.3 g of DCC and 0.25 g of 4-(aminocarbonyl)benzoic acid were added and the mixture was stirred an additional 20 hours. The mixture was then poured into ether, water added and filtered. The filtrates were separ... Starting materials: COc1ccc(CN(Cc2ccc(OC)cc2)c2cc(-c3cc(C(C)N4CCN(C(=O)OC(C)(C)C)CC4)cnc3F)nc(C)n2)cc1, ClCCl, O=C(O)C(F)(F)F. The product is COc1ccc(CN(Cc2ccc(OC)cc2)c2cc(-c3cc(C(C)N4CCNCC4)cnc3F)nc(C)n2)cc1. RXN SMILES: [CH3:1][O:2][c:3]1[cH:4][cH:5][c:6]([CH2:7][N:8]([c:9]2[cH:10][c:11](-[c:16]3[cH:17][c:18]([CH:23]([CH3:24])[N:25]4[CH2:26][CH2:27][N:28]([C:31]([O:32][C:33]([CH3:34])([CH3:35])[CH3:36])=[O:37])[CH2:29][CH2:30]4)[cH:19][n:20][c:21]3[F:22])[n:12][c:13]([CH3:15])[n:14]2)[CH2:38][c:39]2[cH:40][cH:41][c:42]([O:45][CH3:46])[cH:43][cH:44]2)[cH:47][cH:48]1.[Cl:56][CH2:57][Cl:58].[F:49][C:50]([F:51])([F:52])[C:53]([OH:54])=[O:55]>>[CH3:1][O:2][c:3]1[cH:4][cH:5][c:6]([CH2:7][N:8]([c:9]2[cH:10][c:11](-[c:16]3[cH:17][c:18]([CH:23]([CH3:24])[N:25]4[CH2:26][CH2:27][NH:28][CH2:29][CH2:30]4)[cH:19][n:20][c:21]3[F:22])[n:12][c:13]([CH3:15])[n:14]2)[CH2:38][c:39]2[cH:40][cH:41][c:42]([O:45][CH3:46])[cH:43][cH:44]2)[cH:47][cH:48]1. The reactants are CCCC[N+](CCCC)(CCCC)CCCC, C1CCOC1, CCOC(C)=O, [F-], CC(C)(C)[Si](C)(C)OC1CCC(n2cc(-c3cnc(N)c4oc(-c5ccc6c(c5)C(=O)NC6)cc34)cn2)CC1. Product: Nc1ncc(-c2cnn(C3CCC(O)CC3)c2)c2cc(-c3ccc4c(c3)C(=O)NC4)oc12. RXN SMILES: [CH2:41]([N+:42]([CH2:43][CH2:44][CH2:45][CH3:46])([CH2:47][CH2:48][CH2:49][CH3:50])[CH2:51][CH2:52][CH2:53][CH3:54])[CH2:55][CH2:56][CH3:57].[CH2:64]1[O:65][CH2:66][CH2:67][CH2:68]1.[CH3:58][CH2:59][O:60][C:61]([CH3:62])=[O:63].[F-:40].[NH2:1][c:2]1[n:3][cH:4][c:5](-[c:21]2[cH:22][n:23][n:24]([CH:26]3[CH2:27][CH2:28][CH:29]([O:32][Si:33]([C:34]([CH3:35])([CH3:36])[CH3:37])([CH3:38])[CH3:39])[CH2:30][CH2:31]3)[cH:25]2)[c:6]2[c:7]1[o:8][c:9](-[c:11]1[cH:12][cH:13][c:14]3[c:18]([cH:19]1)[C:17](=[O:20])[NH:16][CH2:15]3)[cH:10]2>>[NH2:1][c:2]1[n:3][cH:4][c:5](-[c:21]2[cH:22][n:23][n:24]([CH:26]3[CH2:27][CH2:28][CH:29]([OH:32])[CH2:30][CH2:31]3)[cH:25]2)[c:6]2[c:7]1[o:8][c:9](-[c:11]1[cH:12][cH:13][c:14]3[c:18]([cH:19]1)[C:17](=[O:20])[NH:16][CH2:15]3)[cH:10]2. The reactants are CC1=NC=C(C=N1)C(C)O (1-(2-methylpyrimidin-5-yl)ethanol), C1=CC=C(C=C1)OP(=O)(N=[N+]=[N-])OC2=CC=CC=C2 (diphenylphosphonic azide), N12CCCCCC2=NCCC1 (1,8-diazabicyclo[5.4.0]undec-7-ene). Solvent: CCOC(=O)C (EtOAc), C1(=CC=CC=C1)C (toluene). Conditions: temperature 0 celsius, time 30 minute. Product: N(=[N+]=[N-])C(C)C=1C=NC(=NC1)C (5-(1-azidoethyl)-2-methylpyrimidine). As a reaction SMILES: [CH3:1][C:2]1[N:7]=[CH:6][C:5]([CH:8](O)[CH3:9])=[CH:4][N:3]=1.C1C=CC(OP(OC2C=CC=CC=2)([N:20]=[N+:21]=[N-:22])=O)=CC=1.N12CCCN=C1CCCCC2>C1(C)C=CC=CC=1.CCOC(C)=O>[N:20]([CH:8]([C:5]1[CH:4]=[N:3][C:2]([CH3:1])=[N:7][CH:6]=1)[CH3:9])=[N+:21]=[N-:22]. Reported procedure: To a stirred mixture of 1-(2-methylpyrimidin-5-yl)ethanol (2.48 g, 17 mmol) and diphenylphosphonic azide (9.3 mL, 41 mmol) in toluene (54.5 mL) at 0° C. was added neat 1,8-diazabicyclo[5.4.0]undec-7-ene (6.2 mL, 41 mmol). The reaction mixture was stirred at 0° C. for 30 minutes and then stirred at room temperature overnight. The mixture was diluted with EtOAc (100 mL) and washed with water (100 mL×2). The orangic layer was concentrated in vacuo and purified by silica gel chromatography (0-100% E... The reactants are Cl.COCC1=CC=C(C=C1)C1=C(C=CC=C1)C=1OCC(N1)(C)C (4'-methoxymethyl-2-(4,4-dimethyl-2-oxazolinyl)biphenyl hydrochloride), CC=C(C)C (amylene), B(Br)(Br)Br (boron tribromide). Run in C(Cl)(Cl)Cl (chloroform). Run at temperature 0 celsius, time 1 hour. Yields the product Cl.BrCC1=CC=C(C=C1)C1=C(C=CC=C1)C=1OCC(N1)(C)C (4'-bromomethyl-2-(4,4-dimethyl-2-oxazolinyl)biphenyl hydrochloride). RXN SMILES: [ClH:1].CO[CH2:4][C:5]1[CH:10]=[CH:9][C:8]([C:11]2[CH:16]=[CH:15][CH:14]=[CH:13][C:12]=2[C:17]2[O:18][CH2:19][C:20]([CH3:23])([CH3:22])[N:21]=2)=[CH:7][CH:6]=1.CC=C(C)C.B(Br)(Br)[Br:30]>C(Cl)(Cl)Cl>[ClH:1].[Br:30][CH2:4][C:5]1[CH:10]=[CH:9][C:8]([C:11]2[CH:16]=[CH:15][CH:14]=[CH:13][C:12]=2[C:17]2[O:18][CH2:19][C:20]([CH3:23])([CH3:22])[N:21]=2)=[CH:7][CH:6]=1 |f:0.1,5.6|. Procedure: 5 g of 4'-methoxymethyl-2-(4,4-dimethyl-2-oxazolinyl)biphenyl hydrochloride, prepared in B/, are dissolved in 75 ml of chloroform stabilised with amylene, and 3.2 ml of boron tribromide are added while cooling to 0° C. The mixture is stirred for one hour at 0° C. and washed with cold water. The organic phase is separated after settling has taken place, then dried over magnesium sulphate and evaporated under vacuum to give 5.2 g of 4'-bromomethyl-2-(4,4-dimethyl-2-oxazolinyl)biphenyl hydrochlorid... Reactants: BrC=1C=CC2=C(C=3C(NC(=NC3C=C2)NC(C(C)(C)C)=O)=O)C1 (N-(9-bromo-1,2-dihydro-1-oxobenzo[f]quinazolin-3-yl)pivalamide), C(C)(=O)O (acetic acid). Solvent: [OH-].[Na+] (NaOH). Run at temperature 75 celsius. The product is NC1=NC=2C=CC3=C(C2C(N1)=O)C=C(C=C3)Br (3-amino-9-bromobenzo[f]quinazolin 1(2H)-one). Reaction SMILES: [Br:1][C:2]1[CH:3]=[CH:4][C:5]2[CH:14]=[CH:13][C:12]3[N:11]=[C:10]([NH:15]C(=O)C(C)(C)C)[NH:9][C:8](=[O:22])[C:7]=3[C:6]=2[CH:23]=1.C(O)(=O)C>[OH-].[Na+]>[NH2:15][C:10]1[NH:9][C:8](=[O:22])[C:7]2[C:6]3[CH:23]=[C:2]([Br:1])[CH:3]=[CH:4][C:5]=3[CH:14]=[CH:13][C:12]=2[N:11]=1 |f:2.3|. Procedure: A solution of N-(9-bromo-1,2-dihydro-1-oxobenzo[f]quinazolin-3-yl)pivalamide (0.15 g, 0.4 mmole) in 0.75 N NaOH (7 ml) was stirred and heated to 75° C. under a nitrogen atmosphere for 10.5 hours. The solution was cooled and made slightly acidic with acetic acid to cause precipitation of the product. The precipitate was collected, washed successively with water, methanol and ether, and dried to give 3-amino-9-bromobenzo[f]quinazolin 1(2H)-one as an off-white solid. (0.115 g, 99%) 1H NMR(DMSO-d6, ...